Dataset: the Open Reaction Database (ORD), a public repository of structured organic reaction records. Task: describe an organic reaction: reactants, conditions, products, and yield Reactants: NC=1SC=NN1 (2-amino-1,3,4-thiadiazole), BrCC(=O)C1=CC=CC=C1 (α-bromoacetophenone). Solvent: C(C)O (ethanol). Product: C1(=CC=CC=C1)C=1N=C2SC=NN2C1 (6-Phenylimidazo[2,1-b]-1,3,4-Thiadiazole). RXN SMILES: [NH2:1][C:2]1[S:3][CH:4]=[N:5][N:6]=1.Br[CH2:8][C:9]([C:11]1[CH:16]=[CH:15][CH:14]=[CH:13][CH:12]=1)=O>C(O)C>[C:11]1([C:9]2[N:1]=[C:2]3[N:6]([CH:8]=2)[N:5]=[CH:4][S:3]3)[CH:16]=[CH:15][CH:14]=[CH:13][CH:12]=1. Procedure details: 10.1 g. of 2-amino-1,3,4-thiadiazole are dissolved in 160 ml. of ethanol, 19.9 g. of α-bromoacetophenone is added and the solution is heated and stirred at reflux for 1 hour. After cooling, the solid is filtered off and dissolved in 750 ml. of water and 40 ml. of 48% hydrobromic acid. This solution is heated at reflux for 1 hour, neutralized by addition of solid ammonium acetate and refluxed 1/2 hour longer. After cooling, the product is collected on a filter, washed with water and dried. The yi...